Dataset: the Open Reaction Database (ORD), a public repository of structured organic reaction records. Task: describe an organic reaction: reactants, conditions, products, and yield Reaction conditions: temperature 0 celsius, time 2 hour. Reaction SMILES: [F:1][C:2]([F:28])([F:27])[C:3]1[CH:8]=[CH:7][C:6]([CH2:9][CH2:10][CH:11]2[CH2:16][CH2:15][CH:14]([CH:17]3[CH2:22][CH2:21][CH:20]([CH2:23][CH2:24][CH:25]=[O:26])[CH2:19][CH2:18]3)[CH2:13][CH2:12]2)=[CH:5][CH:4]=1>C(O)C>[F:1][C:2]([F:27])([F:28])[C:3]1[CH:4]=[CH:5][C:6]([CH2:9][CH2:10][CH:11]2[CH2:12][CH2:13][CH:14]([CH:17]3[CH2:22][CH2:21][CH:20]([CH2:23][CH2:24][CH2:25][OH:26])[CH2:19][CH2:18]3)[CH2:15][CH2:16]2)=[CH:7][CH:8]=1. Reactants: FC(C1=CC=C(C=C1)CCC1CCC(CC1)C1CCC(CC1)CCC=O)(F)F (3-(4-(4-(2-(4-trifluoromethylphenyl)ethyl)cyclohexyl)cyclohexyl)propanal). Product: FC(C1=CC=C(C=C1)CCC1CCC(CC1)C1CCC(CC1)CCCO)(F)F (3-(4-(4-(2-(4-trifluoromethylphenyl)ethyl)cyclohexyl)cyclohexyl)propanol). The solvent is C(C)O (Ethanol). Procedure details: Ethanol (10 ml) was added to the above 3-(4-(4-(2-(4-trifluoromethylphenyl)ethyl)cyclohexyl)cyclohexyl)propanal (1.21 g, 3.07 mmol), followed by cooling the mixture down to 0° C. in a nitrogen gas atmosphere, adding thereto, sodiumboronhydride (0.13 g, 3.43 mmol) so that the solution temperature could not exceed 10° C., stirring the mixture at 0° C. for 2 hours, extracting the resulting product with ethyl acetate, washing the organic layer successively with a saturated, aqueous solution of sodiu... The yield is 98.7%. The reactants are C1(=CC=CC=C1)C=1C2=C(C(OCO2)O)C=CC1C1=CC=CC=C1 (3,4-diphenylmethylenedioxybenzyl alcohol), O=S(Cl)Cl (SOCl2), C(Cl)Cl (CH2Cl2), O (water). Solvent: CCOCC (ether), N1=CC=CC=C1 (pyridine), CCOCC (ether). Yields the product C1(=CC=CC=C1)C=1C2=C(C(OCO2)Cl)C=CC1C1=CC=CC=C1 (3,4-diphenylmethylenedioxybenzyl chloride). Reaction SMILES: [C:1]1([C:7]2[C:8]3[O:13][CH2:12][O:11][CH:10](O)[C:9]=3[CH:15]=[CH:16][C:17]=2[C:18]2[CH:23]=[CH:22][CH:21]=[CH:20][CH:19]=2)[CH:6]=[CH:5][CH:4]=[CH:3][CH:2]=1.O=S(Cl)[Cl:26].C(Cl)Cl.O>CCOCC.N1C=CC=CC=1>[C:1]1([C:7]2[C:8]3[O:13][CH2:12][O:11][CH:10]([Cl:26])[C:9]=3[CH:15]=[CH:16][C:17]=2[C:18]2[CH:23]=[CH:22][CH:21]=[CH:20][CH:19]=2)[CH:6]=[CH:5][CH:4]=[CH:3][CH:2]=1. Procedure details: To a stirred solution of 11.6 g. (38 mmol) of 3,4-diphenylmethylenedioxybenzyl alcohol in ether (80 ml.) and pyridine (0.6 ml.) at 20° C. was added dropwise a solution of SOCl2 in ether (40 ml.). The mixture was cooled to 0°-5° C., and CH2Cl2 and water were added. The layers were separated, and the organic layer was washed with water and saturated aqueous NaCl, dried over MgSO4 and concentrated to dryness to yield 3,4-diphenylmethylenedioxybenzyl chloride (11.43 g.) as a colorless viscous oil: t... Reaction SMILES: [OH:1][CH:2]([CH3:22])[CH:3]([N:5]1[C:13]2[C:8](=[CH:9][CH:10]=[CH:11][CH:12]=2)[C:7]([C:14]([O:16][C:17]([CH3:20])([CH3:19])[CH3:18])=[O:15])=[C:6]1[CH3:21])[CH3:4].[H-].[Na+].I[CH3:26]>C1COCC1.C(OCC)(=O)C>[CH3:26][O:1][CH:2]([CH3:22])[CH:3]([N:5]1[C:13]2[C:8](=[CH:9][CH:10]=[CH:11][CH:12]=2)[C:7]([C:14]([O:16][C:17]([CH3:20])([CH3:19])[CH3:18])=[O:15])=[C:6]1[CH3:21])[CH3:4] |f:1.2|. Conditions: time 20 minute. Reactants: [H-].[Na+] (sodium hydride), OC(C(C)N1C(=C(C2=CC=CC=C12)C(=O)OC(C)(C)C)C)C (tert-butyl 1-(3-hydroxybutan-2-yl)-2-methyl-1H-indole-3-carboxylate), IC (iodomethane). Product: COC(C(C)N1C(=C(C2=CC=CC=C12)C(=O)OC(C)(C)C)C)C (tert-butyl 1-(3-methoxybutan-2-yl)-2-methyl-1H-indole-3-carboxylate). Solvent: C(C)(=O)OCC (ethyl acetate), C1CCOC1 (THF). Procedure: To a suspension of tert-butyl 1-(3-hydroxybutan-2-yl)-2-methyl-1H-indole-3-carboxylate (500 mg, 1.65 mmol) in THF (8 mL) was added sodium hydride (330 mg, 8.25 mmol) at 30° C. under N2. The reaction was stirred for 20 min. Then iodomethane (0.4 mL) was added and the reaction was stirred at 60° C. for 3 hrs. Then the mixture was diluted with ethyl acetate, washed with water and saturated aqueous NaHCO3. The crude product was purified by column chromatography on silica gel eluted with petroleum et... The reactants are C(CCCCCO)O (1,6-hexanediol), CC1(OC(=O)CC(=O)O1)C (Meldrum's acid), O.C1(=CC=C(C=C1)S(=O)(=O)O)C (p-toluene-sulphonic acid monohydrate), C(CCCCCO)O (1,6-hexanediol). Product: C(CC(=O)OCCCCCCO)(=O)OCCCCCCO (bis-(6-hydroxyhexyl) malonate). As a reaction SMILES: C[C:2]1([CH3:10])[O:9][C:7](=[O:8])[CH2:6][C:4](=[O:5])[O:3]1.[OH2:11].[C:12]1([CH3:22])[CH:17]=[CH:16][C:15](S(O)(=O)=O)=[CH:14]C=1.C(O)C[CH2:25][CH2:26][CH2:27][CH2:28][OH:29]>>[C:4]([O:3][CH2:22][CH2:12][CH2:17][CH2:16][CH2:15][CH2:14][OH:11])(=[O:5])[CH2:6][C:7]([O:9][CH2:2][CH2:10][CH2:25][CH2:26][CH2:27][CH2:28][OH:29])=[O:8] |f:1.2|. Reported procedure: A solution of bis-(6-hydroxyhexyl) malonate in 1,6-hexanediol is prepared on heating a mixture of 21.6 g (0.15 mol) of Meldrum's acid, 59 g (0.50 mol) of 1,6-hexanediol and 0.28 g (1.5 mmol) of p-toluene-sulphonic acid monohydrate for 2 hours at 140° C. Reactants: C(C=C)OC(=O)N1[C@@H](C[C@@H](C1)SC1=C(N2C([C@@H]([C@H]2[C@H]1C)[C@@H](C)O)=O)C(=O)OCC=C)COCCCl (allyl (4R,5S,6S)-3-[(2S,4S)-1-allyloxycarbonyl-2-(2-chloroethyloxymethyl)pyrrolidin-4-yl]thio-6-[(1R)-1-hydroxyethyl]-4-methyl-7-oxo-1-azabicyclo[3.2.0]hept-2-ene-2-carboxylate), C1(=CC=CC=C1)P(C1=CC=CC=C1)C1=CC=CC=C1 (triphenylphosphine), CC1(CC(=O)CC(=O)C1)C (dimedone), C(C)O (ethanol), C1(=CC=CC=C1)P(C1=CC=CC=C1)C1=CC=CC=C1 (triphenylphosphine). The reagents and catalysts are [Pd] (palladium(0)). The solvent is CC(CC(C)=O)C (4-methyl-2-pentanone), O (water). Conditions: time 5 hour. The product is ClCCOC[C@H]1NC[C@H](C1)SC1=C(N2C([C@@H]([C@H]2[C@@H]1C)[C@@H](C)O)=O)C(=O)O ((4S,5S,6S)-3-[(2S,4S)-2-(2-chloroethyloxymethyl)pyrrolidine-4-yl]thio-6-[(1R)-1-hydroxyethyl]-4-methyl-7-oxo-1-azabicyclo[3.2.0]hept-2-ene-2-carboxylic acid). Yield: 25.7%. RXN SMILES: C(OC([N:7]1[CH2:11][C@@H:10]([S:12][C:13]2[C@H:19]([CH3:20])[C@H:18]3[N:15]([C:16](=[O:24])[C@@H:17]3[C@H:21]([OH:23])[CH3:22])[C:14]=2[C:25]([O:27]CC=C)=[O:26])[CH2:9][C@H:8]1[CH2:31][O:32][CH2:33][CH2:34][Cl:35])=O)C=C.C1(P(C2C=CC=CC=2)C2C=CC=CC=2)C=CC=CC=1.CC1(C)CC(=O)CC(=O)C1.C(O)C>CC(C)CC(=O)C.[Pd].O>[Cl:35][CH2:34][CH2:33][O:32][CH2:31][C@@H:8]1[CH2:9][C@H:10]([S:12][C:13]2[C@@H:19]([CH3:20])[C@H:18]3[N:15]([C:16](=[O:24])[C@@H:17]3[C@H:21]([OH:23])[CH3:22])[C:14]=2[C:25]([OH:27])=[O:26])[CH2:11][NH:7]1. Procedure details: To a solution of allyl (4R,5S,6S)-3-[(2S,4S)-1-allyloxycarbonyl-2-(2-chloroethyloxymethyl)pyrrolidin-4-yl]thio-6-[(1R)-1-hydroxyethyl]-4-methyl-7-oxo-1-azabicyclo[3.2.0]hept-2-ene-2-carboxylate (0.28 g), triphenylphosphine (0.015 g) and dimedone (0.16 g) in a mixture of 4-methyl-2-pentanone (3.36 ml), ethanol (1.68 ml) and water (0.14 ml) was added triphenylphosphine)palladium(0) (30 mg) at ambient temperature in a stream of nitrogen. The mixture was stirred at the same condition for 5 hours to ... The reactants are CCCCOCCOc1ccc(-c2ccc3c(c2)C=C(C(=O)OC)CCN3c2ccc(OC)cc2)cc1, C1CCOC1, CO, [Na+], [OH-]. Product: CCCCOCCOc1ccc(-c2ccc3c(c2)C=C(C(=O)O)CCN3c2ccc(OC)cc2)cc1. As a reaction SMILES: [CH2:1]([CH2:2][CH2:3][CH3:4])[O:5][CH2:6][CH2:7][O:8][c:9]1[cH:10][cH:11][c:12](-[c:15]2[cH:16][cH:17][c:18]3[c:19]([cH:37]2)[CH:20]=[C:21]([C:33](=[O:34])[O:35][CH3:36])[CH2:22][CH2:23][N:24]3[c:25]2[cH:26][cH:27][c:28]([O:31][CH3:32])[cH:29][cH:30]2)[cH:13][cH:14]1.[CH2:42]1[O:43][CH2:44][CH2:45][CH2:46]1.[CH3:40][OH:41].[Na+:39].[OH-:38]>>[CH2:1]([CH2:2][CH2:3][CH3:4])[O:5][CH2:6][CH2:7][O:8][c:9]1[cH:10][cH:11][c:12](-[c:15]2[cH:16][cH:17][c:18]3[c:19]([cH:37]2)[CH:20]=[C:21]([C:33](=[O:34])[OH:35])[CH2:22][CH2:23][N:24]3[c:25]2[cH:26][cH:27][c:28]([O:31][CH3:32])[cH:29][cH:30]2)[cH:13][cH:14]1. Starting materials: C(C(CO)(CO)N)O.Cl (Tris-HCl), [Mg+2].[Cl-].[Cl-] (MgCl2), C(C1=CN=CC=C1)(=O)N (nicotinamide), C([C@@H]1[C@H]([C@H]([C@H](O1)OP(=O)(O)OP(=O)(O)O)O)O)OP(=O)(O)O (PRPP). Product: C1=CC(=C[N+](=C1)C2[C@@H]([C@@H]([C@H](O2)COP(=O)(O)[O-])O)O)C(=O)N (nicotinamide mononucleotide), C(C1=CN=CC=C1)(=O)N (nicotinamide), C([C@@H]1[C@H]([C@H]([C@H](O1)OP(=O)(O)OP(=O)(O)O)O)O)OP(=O)(O)O (PRPP). Reaction SMILES: C(O)C(N)(CO)CO.Cl.[Mg+2].[Cl-].[Cl-].[C:13]([NH2:21])(=[O:20])[C:14]1[CH:19]=[CH:18][CH:17]=[N:16][CH:15]=1.[CH2:22]([O:39][P:40]([OH:43])([OH:42])=[O:41])[C@H:23]1[O:27][C@H:26]([O:28][P:29]([O:32][P:33]([OH:36])([OH:35])=[O:34])([OH:31])=[O:30])[C@H:25]([OH:37])[C@@H:24]1[OH:38]>>[CH:18]1[CH:17]=[N+:16]([CH:26]2[O:27][C@H:23]([CH2:22][O:39][P:40]([O-:43])([OH:42])=[O:41])[C@@H:24]([OH:38])[C@H:25]2[OH:37])[CH:15]=[C:14]([C:13]([NH2:21])=[O:20])[CH:19]=1.[C:13]([NH2:21])(=[O:20])[C:14]1[CH:19]=[CH:18][CH:17]=[N:16][CH:15]=1.[CH2:22]([O:39][P:40]([OH:43])([OH:42])=[O:41])[C@H:23]1[O:27][C@H:26]([O:28][P:29]([O:32][P:33]([OH:36])([OH:35])=[O:34])([OH:31])=[O:30])[C@H:25]([OH:37])[C@@H:24]1[OH:38] |f:0.1,2.3.4|. Procedure: High performance liquid chromatography was used to detect Nampt reaction products. HPLC was performed with Waters 515 pumps and a 2487 detector (Waters, Mass.) with a Supelco LC-18-T column (15 cm×4.6 cm; Supelco, Pa.). The Nampt reaction was conducted at 37° C. for 15 min in 500 μl of reaction buffer (50 mM Tris-HCl [pH 7.5], 10 mM MgCl2, 50 mM nicotinamide, 0.2 mM PRPP) with 50 μg of the recombinant Nampt protein. The reaction was terminated by adding 125 μl of 1 M HClO4. Protein was then prec...